Task: describe an organic reaction: reactants, conditions, products, and yield. Dataset: the Open Reaction Database (ORD), a public repository of structured organic reaction records Starting materials: C(C)(C)(C)OC(=O)N1C(CC2=CC(=CC=C12)Cl)C(=O)O (1-(tert-butoxycarbonyl)-5-chloro-2,3-dihydro-1H-indole-2-carboxylic acid), solution, Cl (hydrochloric acid). Solvent: O1CCCC1 (tetrahydrofuran), O1CCCC1 (tetrahydrofuran). Reaction conditions: time 8 hour. Product: ClC=1C=C2CC(N(C2=CC1)C(=O)OC(C)(C)C)CO (tert-butyl 5-chloro-2-(hydroxymethyl)-2,3-dihydro-1H-indole-1-carboxylate). Isolated yield 105.8%. As a reaction SMILES: [C:1]([O:5][C:6]([N:8]1[C:16]2[C:11](=[CH:12][C:13]([Cl:17])=[CH:14][CH:15]=2)[CH2:10][CH:9]1[C:18](O)=[O:19])=[O:7])([CH3:4])([CH3:3])[CH3:2].Cl>O1CCCC1>[Cl:17][C:13]1[CH:12]=[C:11]2[C:16](=[CH:15][CH:14]=1)[N:8]([C:6]([O:5][C:1]([CH3:2])([CH3:3])[CH3:4])=[O:7])[CH:9]([CH2:18][OH:19])[CH2:10]2. Procedure: To a mixture of 1.17 g of 1-(tert-butoxycarbonyl)-5-chloro-2,3-dihydro-1H-indole-2-carboxylic acid and 23 mL of tetrahydrofuran was added dropwise 15.7 mL of a 1 M solution of a borane-tetrahydrofuran complex in tetrahydrofuran under ice-cooling, followed by warming to room temperature and stirring overnight. After ice-cooling again, 15 mL of 1 M hydrochloric acid was added dropwise thereto, followed by extraction with chloroform. The obtained organic layer was washed with water, a saturated aqu... The reactants are CC(=O)Nc1ccc(S)cc1, CN(C)C=O, CCOC(C)=O, CC(C)NC(C)C, FC(F)=C(F)F, O. The product is CC(=O)Nc1ccc(SC(F)(F)C(F)F)cc1. Reaction SMILES: [C:1]([CH3:2])(=[O:3])[NH:4][c:5]1[cH:6][cH:7][c:8]([SH:11])[cH:9][cH:10]1.[CH3:19][N:20]([CH3:21])[CH:22]=[O:23].[CH3:30][CH2:31][O:32][C:33](=[O:34])[CH3:35].[CH:12]([NH:13][CH:14]([CH3:15])[CH3:16])([CH3:17])[CH3:18].[F:24][C:25](=[C:26]([F:27])[F:28])[F:29].[OH2:36]>>[C:1]([CH3:2])(=[O:3])[NH:4][c:5]1[cH:6][cH:7][c:8]([S:11][C:25]([F:24])([CH:26]([F:27])[F:28])[F:29])[cH:9][cH:10]1. Starting materials: C1(CCCCC1)NC1CCCCC1 (N,N-dicyclohexylamine), CC(=O)C (acetone), CC(=O)C (acetone). Yields the product C1(CCCCC1)N(O)C1CCCCC1 (N,N-dicyclohexylhydroxylamine). Yield: 82.6%. As a reaction SMILES: [CH:1]1([NH:7][CH:8]2[CH2:13][CH2:12][CH2:11][CH2:10][CH2:9]2)[CH2:6][CH2:5][CH2:4][CH2:3][CH2:2]1.CC(C)=[O:16]>>[CH:8]1([N:7]([CH:1]2[CH2:2][CH2:3][CH2:4][CH2:5][CH2:6]2)[OH:16])[CH2:9][CH2:10][CH2:11][CH2:12][CH2:13]1. Reported procedure: A solution of 0.057 M DMD in acetone (49.2 ml, 3.317 mmol) was added to a cold stirred solution of N,N-dicyclohexylamine (Kodak; 0.508 g, 3.317 mmol) in acetone (5 ml). The reaction mixture was stirred for ten minutes in an ice bath. The solution was dried over Na2SO4, filtered, and the solvent removed in vacuo to give a colorless crystalline solid. This solid was purified by flash chromatography on silica gel with ethyl acetate:petroleum ether (20:80) elution to give a white crystalline solid (... Reactants: [Br-], [Li]CCCC, CC(=O)c1cccc(CN(CC=CC#CC(C)(C)C)C(C)C)c1, C[P+](c1ccccc1)(c1ccccc1)c1ccccc1, CCCCCC. The product is C=C(C)c1cccc(CN(CC=CC#CC(C)(C)C)C(C)C)c1. Reaction SMILES: [Br-:35].[CH2:1]([Li:2])[CH2:3][CH2:4][CH3:5].[CH3:12][C:13]([C:14]#[C:15][CH:16]=[CH:17][CH2:18][N:19]([CH:20]([CH3:21])[CH3:22])[CH2:23][c:24]1[cH:25][c:26]([C:30]([CH3:31])=[O:32])[cH:27][cH:28][cH:29]1)([CH3:33])[CH3:34].[CH3:36][P+:37]([c:38]1[cH:39][cH:40][cH:41][cH:42][cH:43]1)([c:44]1[cH:45][cH:46][cH:47][cH:48][cH:49]1)[c:50]1[cH:51][cH:52][cH:53][cH:54][cH:55]1.[CH3:6][CH2:7][CH2:8][CH2:9][CH2:10][CH3:11]>>[CH3:1][C:30]([c:26]1[cH:25][c:24]([CH2:23][N:19]([CH2:18][CH:17]=[CH:16][C:15]#[C:14][C:13]([CH3:12])([CH3:33])[CH3:34])[CH:20]([CH3:21])[CH3:22])[cH:29][cH:28][cH:27]1)=[CH2:31]. The reactants are FC(C(=O)N1CC2=CC(=CC=C2CC1)S(=O)(=O)Cl)(F)F (2-Trifluoroacetyl-1,2,3,4-tetrahydroisoquinoline-7-sulphonyl chloride), Cl.C(C)OC([C@@H](N)CC1=CC(=CC=C1)C#N)=O (3-cyano-(S)-phenylalanine ethyl ester hydrochloride), CN1CCOCC1 (N-methylmorpholine). The solvent is ClCCl (dichloromethane), ClCCl (dichloromethane). The product is C(C)(C)OC(C)C (diisopropyl ether), C(C)OC([C@@H](NS(=O)(=O)C1=CC=C2CCN(CC2=C1)C(C(F)(F)F)=O)CC1=CC(=CC=C1)C#N)=O (N-(2-Trifluoroacetyl-1,2,3,4-tetrahydroisoquinoline-7-sulphonyl)-3-cyano-(S)-phenylalanine ethyl ester). Yield: 194.6%. As a reaction SMILES: [F:1][C:2]([F:20])([F:19])[C:3]([N:5]1[CH2:14][CH2:13][C:12]2[C:7](=[CH:8][C:9]([S:15](Cl)(=[O:17])=[O:16])=[CH:10][CH:11]=2)[CH2:6]1)=[O:4].Cl.[CH2:22]([O:24][C:25](=[O:37])[C@H:26]([CH2:28][C:29]1[CH:34]=[CH:33][CH:32]=[C:31]([C:35]#[N:36])[CH:30]=1)[NH2:27])[CH3:23].[CH3:38]N1CCOCC1>ClCCl>[CH:25]([O:37][CH:13]([CH3:12])[CH3:14])([CH3:26])[CH3:38].[CH2:22]([O:24][C:25](=[O:37])[C@H:26]([CH2:28][C:29]1[CH:34]=[CH:33][CH:32]=[C:31]([C:35]#[N:36])[CH:30]=1)[NH:27][S:15]([C:9]1[CH:8]=[C:7]2[C:12]([CH2:13][CH2:14][N:5]([C:3](=[O:4])[C:2]([F:20])([F:19])[F:1])[CH2:6]2)=[CH:11][CH:10]=1)(=[O:17])=[O:16])[CH3:23] |f:1.2|. Procedure: 2-Trifluoroacetyl-1,2,3,4-tetrahydroisoquinoline-7-sulphonyl chloride (Preparation 1; 7.72 g, 23.6 mmol) was added to a stirred, ice-cooled solution of 3-cyano-(S)-phenylalanine ethyl ester hydrochloride (Preparation 9; 6.0 g, 23.6 mmol) and N-methylmorpholine (5.0 g, 49.5 mmol) in dichloromethane (130 ml). After 18 hours at room temperature the reaction mixture was washed successively with water, 5% aqueous citric acid solution, water and saturated brine, dried (MgSO4) and evaporated under redu... Reactants: C1(=CC=CC=C1)C(CN1CCC(CC1)=O)C1=CC=CC=C1 (1-(2,2-diphenylethyl)-4-piperidinone), solution, C[Mg]Br (methylmagnesium bromide), resultant mixture. Run in O1CCCC1 (tetrahydrofuran). Conditions: time 8 hour. Product: CC1(CCN(CC1)CC(C1=CC=CC=C1)C1=CC=CC=C1)O (4-methyl-1-(2,2-diphenylethyl)-4-piperidinol). Reaction SMILES: [C:1]1([CH:7]([C:16]2[CH:21]=[CH:20][CH:19]=[CH:18][CH:17]=2)[CH2:8][N:9]2[CH2:14][CH2:13][C:12](=[O:15])[CH2:11][CH2:10]2)[CH:6]=[CH:5][CH:4]=[CH:3][CH:2]=1.[CH3:22][Mg]Br>O1CCCC1>[CH3:22][C:12]1([OH:15])[CH2:13][CH2:14][N:9]([CH2:8][CH:7]([C:1]2[CH:2]=[CH:3][CH:4]=[CH:5][CH:6]=2)[C:16]2[CH:17]=[CH:18][CH:19]=[CH:20][CH:21]=2)[CH2:10][CH2:11]1. Reported procedure: To a stirred solution of 0.28 parts of 1-(2,2-diphenylethyl)-4-piperidinone in 5 parts by volume of tetrahydrofuran under nitrogen atmosphere is added 2 parts by volume of 3 M solution of methylmagnesium bromide. The resultant mixture is stirred for about 2.5 hours and then quenched with the careful addition of 5 parts by volume of 10% ammonium chloride. The mixture is left standing overnight, partitioned between water and ethyl acetate, and the organic layer separated. The organic layer is then...